From a dataset of the Open Reaction Database (ORD), a public repository of structured organic reaction records. describe an organic reaction: reactants, conditions, products, and yield Starting materials: C(C)(C)(C)OC(NCCCCN)=O ((4-Amino-butyl)-carbamic acid tert-butyl ester), C(CCCCCCCC=CCCCCCCCC)OC=1C=C(C=O)C=CC1OCCCCCCCCC=CCCCCCCCC (3,4-Bis-octadec-9-enyloxy-benzaldehyde), [BH4-].[Na+] (NaBH4), CCCCCC (hexane), aldehyde. The solvent is C(Cl)Cl.CO (CH2Cl2 MeOH), C(Cl)Cl.CO (CH2Cl2 MeOH). Reaction conditions: temperature 0 celsius, time 20 minute. Yields the product C(C)(C)(C)OC(NCCCCNCC1=CC(=C(C=C1)OCCCCCCCCC=CCCCCCCCC)OCCCCCCCCC=CCCCCCCCC)=O ([4-(3,4-Bis-octadec-9-enyloxy-benzylamino)-butyl]-carbamic acid tert-butyl ester). Yield: 67.2%. As a reaction SMILES: [C:1]([O:5][C:6](=[O:13])[NH:7][CH2:8][CH2:9][CH2:10][CH2:11][NH2:12])([CH3:4])([CH3:3])[CH3:2].[CH2:14]([O:32][C:33]1[CH:34]=[C:35]([CH:38]=[CH:39][C:40]=1[O:41][CH2:42][CH2:43][CH2:44][CH2:45][CH2:46][CH2:47][CH2:48][CH2:49][CH:50]=[CH:51][CH2:52][CH2:53][CH2:54][CH2:55][CH2:56][CH2:57][CH2:58][CH3:59])[CH:36]=O)[CH2:15][CH2:16][CH2:17][CH2:18][CH2:19][CH2:20][CH2:21][CH:22]=[CH:23][CH2:24][CH2:25][CH2:26][CH2:27][CH2:28][CH2:29][CH2:30][CH3:31].[BH4-].[Na+].CCCCCC>C(Cl)Cl.CO>[C:1]([O:5][C:6](=[O:13])[NH:7][CH2:8][CH2:9][CH2:10][CH2:11][NH:12][CH2:36][C:35]1[CH:38]=[CH:39][C:40]([O:41][CH2:42][CH2:43][CH2:44][CH2:45][CH2:46][CH2:47][CH2:48][CH2:49][CH:50]=[CH:51][CH2:52][CH2:53][CH2:54][CH2:55][CH2:56][CH2:57][CH2:58][CH3:59])=[C:33]([O:32][CH2:14][CH2:15][CH2:16][CH2:17][CH2:18][CH2:19][CH2:20][CH2:21][CH:22]=[CH:23][CH2:24][CH2:25][CH2:26][CH2:27][CH2:28][CH2:29][CH2:30][CH3:31])[CH:34]=1)([CH3:4])([CH3:2])[CH3:3] |f:2.3,5.6|. Procedure details: To a vigorously stirred solution of the amine 9 (0.071 g, 0.38 mmol, 1.2 equiv) in CH2Cl2/MeOH (3:1, 5 mL) was added a solution of the aldehyde 8a (0.20 g, 0.33 mmol) in CH2Cl2/MeOH (3:1, 5 mL), dropwise over 20 minutes. The resulting mixture was stirred at it under an atmosphere of nitrogen overnight. 1H NMR showed the reaction to be complete when there was no aldehyde peak present. The solvent was removed in vacuo and the crude imine dissolved in CH2Cl2/MeOH (1:1, 10 mL). The solution was cool...